From a dataset of the Open Reaction Database (ORD), a public repository of structured organic reaction records. describe an organic reaction: reactants, conditions, products, and yield The reactants are O=c1c(Cc2cccnc2)cn2c3ccc(Br)cc3c3cc(O)cc1c32, O=C([O-])[O-], CS(C)=O, CCCCI, [K+], [K+], O. The product is CCCCOc1cc2c(=O)c(Cc3cccnc3)cn3c4ccc(Br)cc4c(c1)c23. RXN SMILES: [Br:1][c:2]1[cH:3][cH:4][c:5]2[n:6]3[c:7]4[c:8]([cH:9][c:10]([OH:15])[cH:11][c:12]4[c:13]2[cH:14]1)[c:16](=[O:26])[c:17]([CH2:19][c:20]1[cH:21][n:22][cH:23][cH:24][cH:25]1)[cH:18]3.[C:27](=[O:28])([O-:29])[O-:30].[CH3:39][S:40](=[O:41])[CH3:42].[I:33][CH2:34][CH2:35][CH2:36][CH3:37].[K+:31].[K+:32].[OH2:38]>>[Br:1][c:2]1[cH:3][cH:4][c:5]2[n:6]3[c:7]4[c:8]([cH:9][c:10]([O:15][CH2:34][CH2:35][CH2:36][CH3:37])[cH:11][c:12]4[c:13]2[cH:14]1)[c:16](=[O:26])[c:17]([CH2:19][c:20]1[cH:21][n:22][cH:23][cH:24][cH:25]1)[cH:18]3. The reactants are NC(C=1C=C(SC1C)C(=S)OC)=S (methyl 4-(aminothioxomethyl)-5-methylthiothiophene-2-carboxylate), FC(C=1C=C(C=C(C1)C(F)(F)F)C(C(C)Br)=O)(F)F (1-[3,5-Bis(trifluoromethyl)phenyl]-2-bromopropan-1-one). Yields the product FC(C=1C=C(C=C(C1)C(F)(F)F)C=1N=C(SC1C)C=1C=C(SC1C)C(=S)OC)(F)F (Methyl 4-{4-[3,5-bis(trifluoromethyl)phenyl]-5-methyl(1,3-thiazol-2-yl)}-5-methylthiothiophene-2-carboxylate). Reaction SMILES: [NH2:1][C:2](=[S:13])[C:3]1[CH:4]=[C:5]([C:9]([O:11][CH3:12])=[S:10])[S:6][C:7]=1[CH3:8].[F:14][C:15]([F:32])([F:31])[C:16]1[CH:17]=[C:18]([C:26](=O)[CH:27](Br)[CH3:28])[CH:19]=[C:20]([C:22]([F:25])([F:24])[F:23])[CH:21]=1>>[F:14][C:15]([F:31])([F:32])[C:16]1[CH:17]=[C:18]([C:26]2[N:1]=[C:2]([C:3]3[CH:4]=[C:5]([C:9]([O:11][CH3:12])=[S:10])[S:6][C:7]=3[CH3:8])[S:13][C:27]=2[CH3:28])[CH:19]=[C:20]([C:22]([F:23])([F:24])[F:25])[CH:21]=1. Reported procedure: A solution of 75 mg (0.3 mmol) of methyl 4-(aminothioxomethyl)-5-methylthiothiophene-2-carboxylate (Maybridge, Cornwall, UK) was reacted with 105 mg 1-[3,5-Bis(trifluoromethyl)phenyl]-2-bromopropan-1-one in a manner similar to Example 8, step (a) to give, after preparative thin-layer chromatrography purification, methyl 4-{4-[3,5-bis(trifluoromethyl)phenyl]-5-methyl(1,3-thiazol-2-yl)}-5-methylthiothiophene-2-carboxylate (16.2 mg, 11%) as a solid. 1H-NMR (DMSO-d6; 300 MHz) δ8.41 (m, 2H), 8.18 (m,... Starting materials: FC(C(=O)N1C(CCC1)C1=CC=CC=C1)(F)F (2,2,2-trifluoro-1-(2-phenylpyrrolidin-1-yl)ethanone), ClS(=O)(=O)O (chlorosulfonic acid), ice water. Run at temperature 25 celsius. Product: FC(C(=O)N1C(CCC1)C1=CC=C(C=C1)S(=O)(=O)Cl)(F)F (4-(1-(2,2,2-trifluoroacetyl)pyrrolidin-2-yl)benzene-1-sulfonyl chloride). As a reaction SMILES: [F:1][C:2]([F:17])([F:16])[C:3]([N:5]1[CH2:9][CH2:8][CH2:7][CH:6]1[C:10]1[CH:15]=[CH:14][CH:13]=[CH:12][CH:11]=1)=[O:4].[Cl:18][S:19](O)(=[O:21])=[O:20]>>[F:17][C:2]([F:1])([F:16])[C:3]([N:5]1[CH2:9][CH2:8][CH2:7][CH:6]1[C:10]1[CH:15]=[CH:14][C:13]([S:19]([Cl:18])(=[O:21])=[O:20])=[CH:12][CH:11]=1)=[O:4]. Procedure: At 0° C., 2,2,2-trifluoro-1-(2-phenylpyrrolidin-1-yl)ethanone (2.0 g, 8.2 mmol) was added to chlorosulfonic acid (10 mL) and allowed to warm to 25° C. over 30 min. Then the mixture was poured into ice water and extracted with EtOAc. The organic layer was concentrated to obtain 4-(1-(2,2,2-trifluoroacetyl)pyrrolidin-2-yl)benzene-1-sulfonyl chloride as a clear oil which was used in the next reaction step without further purification. Procedure details: The title compound was synthesized in analogy to Example 1, using 5-(4-chloro-phenyl)-6-(2,2, 2-trifluoro-ethoxy)-pyridin-3-ylamine and 5-methyl-4-oxazolecarboxylic acid as starting materials, MS (LC/MS): 412.2 (M+H). Starting materials: ClC1=CC=C(C=C1)C=1C=C(C=NC1OCC(F)(F)F)N (5-(4-chloro-phenyl)-6-(2,2, 2-trifluoro-ethoxy)-pyridin-3-ylamine), CC1=C(N=CO1)C(=O)O (5-methyl-4-oxazolecarboxylic acid). RXN SMILES: [Cl:1][C:2]1[CH:7]=[CH:6][C:5]([C:8]2[CH:9]=[C:10]([NH2:20])[CH:11]=[N:12][C:13]=2[O:14][CH2:15][C:16]([F:19])([F:18])[F:17])=[CH:4][CH:3]=1.[CH3:21][C:22]1[O:26][CH:25]=[N:24][C:23]=1[C:27](O)=[O:28]>>[Cl:1][C:2]1[CH:3]=[CH:4][C:5]([C:8]2[CH:9]=[C:10]([NH:20][C:27]([C:23]3[N:24]=[CH:25][O:26][C:22]=3[CH3:21])=[O:28])[CH:11]=[N:12][C:13]=2[O:14][CH2:15][C:16]([F:17])([F:18])[F:19])=[CH:6][CH:7]=1. Product: ClC1=CC=C(C=C1)C=1C=C(C=NC1OCC(F)(F)F)NC(=O)C=1N=COC1C (5-methyl-4-oxazolecarboxylic acid[5-(4-chloro-phenyl)-6-(2,2,2-trifluoro-ethoxy)-pyridin-3-yl]-amide). Reactants: C(=O)NC=1SC(=C(N1)C(C(=O)NC1[C@@H]2N(C(=CC(S2)C)C(=O)O)C1=O)=NOC)Br (7-[2-(2-Formamido-5-bromothiazol-4-yl)-2-methoxyiminoacetamido]-2-methyl-3-cephem-4-carboxylic acid), Cl (hydrochloric acid). Product: Cl.NC=1SC(=C(N1)C(C(=O)NC1[C@@H]2N(C(=CC(S2)C)C(=O)O)C1=O)=NOC)Br (7-[2-(2-amino-5-bromothiazol-4-yl)-2-methoxyiminoacetamido]-2-methyl-3-cephem-4-carboxylic acid hydrochloride). Reaction SMILES: C([NH:3][C:4]1[S:5][C:6]([Br:29])=[C:7]([C:9](=[N:26][O:27][CH3:28])[C:10]([NH:12][CH:13]2[C:24](=[O:25])[N:15]3[C:16]([C:21]([OH:23])=[O:22])=[CH:17][CH:18]([CH3:20])[S:19][C@H:14]23)=[O:11])[N:8]=1)=O.[ClH:30]>>[ClH:30].[NH2:3][C:4]1[S:5][C:6]([Br:29])=[C:7]([C:9](=[N:26][O:27][CH3:28])[C:10]([NH:12][CH:13]2[C:24](=[O:25])[N:15]3[C:16]([C:21]([OH:23])=[O:22])=[CH:17][CH:18]([CH3:20])[S:19][C@H:14]23)=[O:11])[N:8]=1 |f:2.3|. Procedure details: 7-[2-(2-Formamido-5-bromothiazol-4-yl)-2-methoxyiminoacetamido]-2-methyl-3-cephem-4-carboxylic acid (syn isomer, 1.8 g.) was treated with conc. hydrochloric acid (0.89 ml.) in a similar manner to that of Example 1-(2) to give 7-[2-(2-amino-5-bromothiazol-4-yl)-2-methoxyiminoacetamido]-2-methyl-3-cephem-4-carboxylic acid hydrochloride (syn isomer, 1.8 g.). Starting materials: C1CCOC1, CN1CCN(c2cc(NCC3CCCCC3)c([N+](=O)[O-])cc2Nc2ccccc2)CC1, [H][H]. Yields the product CN1CCN(c2cc(NCC3CCCCC3)c(N)cc2Nc2ccccc2)CC1. As a reaction SMILES: [CH2:34]1[O:35][CH2:36][CH2:37][CH2:38]1.[CH:1]1([CH2:7][NH:8][c:9]2[cH:10][c:11]([N:25]3[CH2:26][CH2:27][N:28]([CH3:31])[CH2:29][CH2:30]3)[c:12]([NH:18][c:19]3[cH:20][cH:21][cH:22][cH:23][cH:24]3)[cH:13][c:14]2[N+:15]([O-:16])=[O:17])[CH2:2][CH2:3][CH2:4][CH2:5][CH2:6]1.[H:32][H:33]>>[CH:1]1([CH2:7][NH:8][c:9]2[cH:10][c:11]([N:25]3[CH2:26][CH2:27][N:28]([CH3:31])[CH2:29][CH2:30]3)[c:12]([NH:18][c:19]3[cH:20][cH:21][cH:22][cH:23][cH:24]3)[cH:13][c:14]2[NH2:15])[CH2:2][CH2:3][CH2:4][CH2:5][CH2:6]1. The reactants are FC1=CC=C(CNC=2C=C(N(N2)CC2=CC=C(C=C2)OC)C=O)C=C1 (5-(4-fluoro-benzylamino)-2-(4-methoxy-benzyl)-2H-pyrazole-3-carbaldehyde), ClC=1C=C2C(=NC1)N(C=C2I)[Si](C(C)C)(C(C)C)C(C)C (5-chloro-3-iodo-1-triisopropylsilanyl-1H-pyrrolo[2,3-b]pyridine). The product is ClC=1C=C2C(=NC1)NC=C2CC2=CC(=NN2)NCC2=CC=C(C=C2)F ([5-(5-Chloro-1H-pyrrolo[2,3-b]pyridin-3-ylmethyl)-1H-pyrazol-3-yl]-(4-fluoro-benzyl)-amine). Reaction SMILES: [F:1][C:2]1[CH:25]=[CH:24][C:5]([CH2:6][NH:7][C:8]2[CH:9]=[C:10]([CH:22]=O)[N:11](CC3C=CC(OC)=CC=3)[N:12]=2)=[CH:4][CH:3]=1.[Cl:26][C:27]1[CH:28]=[C:29]2[C:35](I)=[CH:34][N:33]([Si](C(C)C)(C(C)C)C(C)C)[C:30]2=[N:31][CH:32]=1>>[Cl:26][C:27]1[CH:28]=[C:29]2[C:35]([CH2:22][C:10]3[NH:11][N:12]=[C:8]([NH:7][CH2:6][C:5]4[CH:4]=[CH:3][C:2]([F:1])=[CH:25][CH:24]=4)[CH:9]=3)=[CH:34][NH:33][C:30]2=[N:31][CH:32]=1. Procedure details: [5-(5-Chloro-1H-pyrrolo[2,3-b]pyridin-3-ylmethyl)-1H-pyrazol-3-yl]-(4-fluoro-benzyl)-amine P-2016 was prepared in three steps from 5-(4-fluoro-benzylamino)-2-(4-methoxy-benzyl)-2H-pyrazole-3-carbaldehyde 113 and 5-chloro-3-iodo-1-triisopropylsilanyl-1H-pyrrolo[2,3-b]pyridine 4 as shown in Scheme 19. The reactants are CC(C)(C)OC(=O)N1CCCC1COc1ccc(O)cc1, Clc1ccc2nc(Cl)sc2c1. Yields the product CC(C)(C)OC(=O)N1CCCC1COc1ccc(Oc2nc3ccc(Cl)cc3s2)cc1. RXN SMILES: [C:1]([CH3:2])([CH3:3])([CH3:4])[O:5][C:6](=[O:7])[N:8]1[CH:9]([CH2:13][O:14][c:15]2[cH:16][cH:17][c:18]([OH:21])[cH:19][cH:20]2)[CH2:10][CH2:11][CH2:12]1.[Cl:22][c:23]1[s:24][c:25]2[c:26]([n:27]1)[cH:28][cH:29][c:30]([Cl:32])[cH:31]2>>[C:1]([CH3:2])([CH3:3])([CH3:4])[O:5][C:6](=[O:7])[N:8]1[CH:9]([CH2:13][O:14][c:15]2[cH:16][cH:17][c:18]([O:21][c:23]3[s:24][c:25]4[c:26]([n:27]3)[cH:28][cH:29][c:30]([Cl:32])[cH:31]4)[cH:19][cH:20]2)[CH2:10][CH2:11][CH2:12]1. Starting materials: OB(O)c1ccc(F)c(F)c1, [Na+], [Na+], O=C([O-])[O-], CN(C)C=O, O, O=C(Nc1cccc2c1CC(O)CC2)c1ccc(I)cc1, [Pd], c1ccc(P(c2ccccc2)c2ccccc2)cc1, c1ccc(P(c2ccccc2)c2ccccc2)cc1, c1ccc(P(c2ccccc2)c2ccccc2)cc1, c1ccc(P(c2ccccc2)c2ccccc2)cc1. Product: O=C(Nc1cccc2c1CC(O)CC2)c1ccc(-c2ccc(F)c(F)c2)cc1. As a reaction SMILES: [F:27][c:28]1[cH:29][c:30]([B:35]([OH:36])[OH:37])[cH:31][cH:32][c:33]1[F:34].[Na+:38].[Na+:39].[O-:40][C:41](=[O:42])[O-:43].[O:22]=[CH:23][N:24]([CH3:25])[CH3:26].[OH2:121].[OH:1][CH:2]1[CH2:3][CH2:4][c:5]2[cH:6][cH:7][cH:8][c:9]([NH:12][C:13]([c:14]3[cH:15][cH:16][c:17]([I:20])[cH:18][cH:19]3)=[O:21])[c:10]2[CH2:11]1.[Pd:44].[c:102]1([P:103]([c:104]2[cH:105][cH:106][cH:107][cH:108][cH:109]2)[c:110]2[cH:111][cH:112][cH:113][cH:114][cH:115]2)[cH:116][cH:117][cH:118][cH:119][cH:120]1.[c:45]1([P:46]([c:47]2[cH:48][cH:49][cH:50][cH:51][cH:52]2)[c:53]2[cH:54][cH:55][cH:56][cH:57][cH:58]2)[cH:59][cH:60][cH:61][cH:62][cH:63]1.[c:64]1([P:65]([c:66]2[cH:67][cH:68][cH:69][cH:70][cH:71]2)[c:72]2[cH:73][cH:74][cH:75][cH:76][cH:77]2)[cH:78][cH:79][cH:80][cH:81][cH:82]1.[c:83]1([P:84]([c:85]2[cH:86][cH:87][cH:88][cH:89][cH:90]2)[c:91]2[cH:92][cH:93][cH:94][cH:95][cH:96]2)[cH:97][cH:98][cH:99][cH:100][cH:101]1>>[OH:1][CH:2]1[CH2:3][CH2:4][c:5]2[cH:6][cH:7][cH:8][c:9]([NH:12][C:13]([c:14]3[cH:15][cH:16][c:17](-[c:30]4[cH:29][c:28]([F:27])[c:33]([F:34])[cH:32][cH:31]4)[cH:18][cH:19]3)=[O:21])[c:10]2[CH2:11]1. Starting materials: C(#N)C=1C(=C(SC1N1CCOCC1)C(=O)O)C1=C(C=C(C=C1)Cl)Cl (4-Cyano-3-(2,4-dichlorophenyl)-5-morpholin-4-ylthiophene-2-carboxylic acid), N (ammonia), C=1C=CC2=C(C1)N=NN2O (HOBT), CCN=C=NCCCN(C)C (EDCI). The solvent is C(Cl)Cl (DCM). Run at time 8 hour. The product is C(#N)C=1C(=C(SC1N1CCOCC1)C(=O)N)C1=C(C=C(C=C1)Cl)Cl (4-cyano-3-(2,4-dichlorophenyl)-5-morpholin-4-ylthiophene-2-carboxamide). Isolated yield 48.3%. As a reaction SMILES: [C:1]([C:3]1[C:4]([C:17]2[CH:22]=[CH:21][C:20]([Cl:23])=[CH:19][C:18]=2[Cl:24])=[C:5]([C:14](O)=[O:15])[S:6][C:7]=1[N:8]1[CH2:13][CH2:12][O:11][CH2:10][CH2:9]1)#[N:2].C1C=CC2N(O)N=[N:31]C=2C=1.CCN=C=NCCCN(C)C.N>C(Cl)Cl>[C:1]([C:3]1[C:4]([C:17]2[CH:22]=[CH:21][C:20]([Cl:23])=[CH:19][C:18]=2[Cl:24])=[C:5]([C:14]([NH2:31])=[O:15])[S:6][C:7]=1[N:8]1[CH2:13][CH2:12][O:11][CH2:10][CH2:9]1)#[N:2]. Procedure details: 4-Cyano-3-(2,4-dichlorophenyl)-5-morpholin-4-ylthiophene-2-carboxylic acid (0.050 g, 0.13 mmol), HOBT (0.037 g, 0.274 mmol) and EDCI (50 mg, 0.261 mmol) were suspended in DCM (6.5 mL). After 30 min the reagents dissolved. To the resulting solution was added concentrated aqueous ammonia (0.26 mL, 6.5 mmol) and the solution was allowed to stir vigorously at rt overnight. The reaction mixture was concentrated and the residue was diluted with 1N HCl and extracted with EtOAc. The organic solutions we...